Dataset: the Open Reaction Database (ORD), a public repository of structured organic reaction records. Task: describe an organic reaction: reactants, conditions, products, and yield Starting materials: ClC1=NC=CC(=C1)N1C[C@H](N[C@H](C1)C)C (cis-1-(2-chloro-4-pyridinyl)-3,5-dimethylpiperazine), BrC=1C=C(C(=NC1)OC)C(=O)OC(C)(C)C (1,1-dimethylethyl 5-bromo-2-(methyloxy)-3-pyridinecarboxylate), cis-2,2-dimethylpiperazine. Product: C[C@@H]1CN(C[C@@H](N1)C)C=1C=C(C(=NC1)OC)C(=O)OC(C)(C)C (1,1-Dimethylethyl 5-[cis-3,5-dimethyl-1-piperazinyl]-2-(methyloxy) -3-pyridinecarboxylate). As a reaction SMILES: ClC1C=C([N:8]2[CH2:13][C@H:12]([CH3:14])[NH:11][C@H:10]([CH3:15])[CH2:9]2)C=CN=1.Br[C:17]1[CH:18]=[C:19]([C:25]([O:27][C:28]([CH3:31])([CH3:30])[CH3:29])=[O:26])[C:20]([O:23][CH3:24])=[N:21][CH:22]=1>>[CH3:15][C@H:10]1[NH:11][C@@H:12]([CH3:14])[CH2:13][N:8]([C:17]2[CH:18]=[C:19]([C:25]([O:27][C:28]([CH3:31])([CH3:30])[CH3:29])=[O:26])[C:20]([O:23][CH3:24])=[N:21][CH:22]=2)[CH2:9]1. Reported procedure: The title compound was prepared in a similar manner to cis-1-(2-chloro-4-pyridinyl)-3,5-dimethylpiperazine (D19) using 1,1-dimethylethyl 5-bromo-2-(methyloxy)-3-pyridinecarboxylate (D23) and cis-2,2-dimethylpiperazine as the starting materials. The reactants are C1CCOC1, CI, CS(C)=O, [H-], [Na+], O=C(O)c1ccc(N2CCC(O)CC2)cc1. The product is COC1CCN(c2ccc(C(=O)O)cc2)CC1. As a reaction SMILES: [CH2:21]1[O:22][CH2:23][CH2:24][CH2:25]1.[CH3:17][I:18].[CH3:26][S:27]([CH3:28])=[O:29].[H-:20].[Na+:19].[OH:1][CH:2]1[CH2:3][CH2:4][N:5]([c:8]2[cH:9][cH:10][c:11]([C:12](=[O:13])[OH:14])[cH:15][cH:16]2)[CH2:6][CH2:7]1>>[O:1]([CH:2]1[CH2:3][CH2:4][N:5]([c:8]2[cH:9][cH:10][c:11]([C:12](=[O:13])[OH:14])[cH:15][cH:16]2)[CH2:6][CH2:7]1)[CH3:17]. Reactants: C(CCCCCCCCCCCCCCCCC)OP(OCCCCCCCCCCCCCCCCCC)(=O)CC1=CC(=C(C(=C1)C(C)(C)C)O)C(C)(C)C (3,5-di-tert. butyl-4-hydroxybenzyl-phosphonic acid di-n-octadecyl ester), Cl (hydrogen chloride). Run in C(Cl)(Cl)(Cl)Cl (carbon tetrachloride). Reaction conditions: time 3 hour. Yields the product C(CCCCCCCCCCCCCCCCC)OP(OCCCCCCCCCCCCCCCCCC)(=O)CC1=CC(=C(C(=C1)C(C)(C)C)O)Cl (3-chloro-5-tert. butyl-4-hydroxybenzyl-phosphonic acid di-n-octadecyl ester). As a reaction SMILES: [CH2:1]([O:19][P:20]([CH2:41][C:42]1[CH:47]=[C:46]([C:48]([CH3:51])([CH3:50])[CH3:49])[C:45]([OH:52])=[C:44](C(C)(C)C)[CH:43]=1)(=[O:40])[O:21][CH2:22][CH2:23][CH2:24][CH2:25][CH2:26][CH2:27][CH2:28][CH2:29][CH2:30][CH2:31][CH2:32][CH2:33][CH2:34][CH2:35][CH2:36][CH2:37][CH2:38][CH3:39])[CH2:2][CH2:3][CH2:4][CH2:5][CH2:6][CH2:7][CH2:8][CH2:9][CH2:10][CH2:11][CH2:12][CH2:13][CH2:14][CH2:15][CH2:16][CH2:17][CH3:18].[ClH:57]>C(Cl)(Cl)(Cl)Cl>[CH2:1]([O:19][P:20]([CH2:41][C:42]1[CH:47]=[C:46]([C:48]([CH3:51])([CH3:50])[CH3:49])[C:45]([OH:52])=[C:44]([Cl:57])[CH:43]=1)(=[O:40])[O:21][CH2:22][CH2:23][CH2:24][CH2:25][CH2:26][CH2:27][CH2:28][CH2:29][CH2:30][CH2:31][CH2:32][CH2:33][CH2:34][CH2:35][CH2:36][CH2:37][CH2:38][CH3:39])[CH2:2][CH2:3][CH2:4][CH2:5][CH2:6][CH2:7][CH2:8][CH2:9][CH2:10][CH2:11][CH2:12][CH2:13][CH2:14][CH2:15][CH2:16][CH2:17][CH3:18]. Procedure details: 80.5 g of 3,5-di-tert. butyl-4-hydroxybenzyl-phosphonic acid di-n-octadecyl ester are dissolved in 250 ml of carbon tetrachloride and the solution is treated briefly with hydrogen chloride gas. The chlorination is effected by carefully bubbling in 10.5 g of chlorine gas for 3 hours at -5° C. The reaction mixture is allowed to come to room temperature and after stirring for a further 3 hours the solvent is removed in vacuo. The oily residue is digested with acetonitrile to purify the reaction pro... The product is BrC=1C(=C2C(=NC1)NC(=N2)C=2C(=NC=CC2)OC)N2CCN(CC2)CC=2C=NC=CC2 (6-Bromo-2-(2-methoxypyridin-3-yl)-7-(4-(pyridin-3-ylmethyl)piperazin-1-yl)-3H-imidazo[4,5-b]pyridine). The reactants are BrC=1C(=C2C(=NC1)NC(=N2)C2=CC=C(C=C2)N(C)C)N2CCN(CC2)C(=O)NC2=CC=CC=C2 (4-(6-bromo-2-(4-(dimethylamino)phenyl)-3H-imidazo[4,5-b]pyridin-7-yl)-N-phenylpiperazine-1-carboxamide), COC1=NC=CC=C1C=O (2-methoxy-3-pyridinecarboxaldehyde), BrC=1C(=C(C(=NC1)N)[N+](=O)[O-])N1CCN(CC1)CC=1C=NC=CC1 (5-bromo-3-nitro-4-(4-(pyridin-3-ylmethyl)piperazin-1-yl)pyridin-2-amine), [O-]S(=O)S(=O)[O-].[Na+].[Na+] (Na2S2O4). Conditions: time 16 hour. Procedure details: This was prepared using the same procedure as for 4-(6-bromo-2-(4-(dimethylamino)phenyl)-3H-imidazo[4,5-b]pyridin-7-yl)-N-phenylpiperazine-1-carboxamide, but here using 5-bromo-3-nitro-4-(4-(pyridin-3-ylmethyl)piperazin-1-yl)pyridin-2-amine (75 mg, 0.19 mmol), DMF (0.85 mL), ethanol (0.15 mL), 1M Na2S2O4 (3 eq, 0.57 mmol, 0.57 mL) and 2-methoxy-3-pyridinecarboxaldehyde (1.1 eq, 0.21 mmol, 0.024 mL). After 16 h, concentration in vacuo and preparation by preparative tlc (CH2Cl2-MeOH, 95:5) gave th... Reaction SMILES: BrC1C(N2CCN(C(NC3C=CC=CC=3)=O)CC2)=C2N=C(C3C=CC(N(C)C)=CC=3)NC2=NC=1.[Br:35][C:36]1[C:37]([N:46]2[CH2:51][CH2:50][N:49]([CH2:52][C:53]3[CH:54]=[N:55][CH:56]=[CH:57][CH:58]=3)[CH2:48][CH2:47]2)=[C:38]([N+:43]([O-])=O)[C:39]([NH2:42])=[N:40][CH:41]=1.[O-]S(S([O-])=O)=O.[Na+].[Na+].[CH3:67][O:68][C:69]1[C:74]([CH:75]=O)=[CH:73][CH:72]=[CH:71][N:70]=1>C(O)C.CN(C=O)C>[Br:35][C:36]1[C:37]([N:46]2[CH2:51][CH2:50][N:49]([CH2:52][C:53]3[CH:54]=[N:55][CH:56]=[CH:57][CH:58]=3)[CH2:48][CH2:47]2)=[C:38]2[N:43]=[C:75]([C:74]3[C:69]([O:68][CH3:67])=[N:70][CH:71]=[CH:72][CH:73]=3)[NH:42][C:39]2=[N:40][CH:41]=1 |f:2.3.4|. Run in C(C)O (ethanol), CN(C)C=O (DMF). Isolated yield 44.9%. Starting materials: CC1=NC=C(C(=C1)C)[N+](=O)[O-] (2,4-Dimethyl-5-nitropyridine), [O-]CC.[K+] (potassium ethoxide), C(C(=O)OCC)(=O)OCC (diethyl oxalate). Run in C(C)OCC (diethyl ether), C(C)O (ethanol), C(C)OCC (diethyl ether), C(C)O (ethanol). Reaction conditions: time 10 minute. Product: C(C)OC(C(CC1=CC(=NC=C1[N+](=O)[O-])C)=O)=O (3-(2-Methyl-5-nitropyridin-4-yl)-2-oxopropionic acid ethyl ester). RXN SMILES: [O-]CC.[K+].[C:5]([O:12][CH2:13][CH3:14])(=[O:11])[C:6]([O:8]CC)=O.[CH3:15][C:16]1[CH:21]=[C:20]([CH3:22])[C:19]([N+:23]([O-:25])=[O:24])=[CH:18][N:17]=1>C(OCC)C.C(O)C>[CH2:13]([O:12][C:5](=[O:11])[C:6](=[O:8])[CH2:22][C:20]1[C:19]([N+:23]([O-:25])=[O:24])=[CH:18][N:17]=[C:16]([CH3:15])[CH:21]=1)[CH3:14] |f:0.1|. Procedure: To a solution of potassium ethoxide (0.262 g, 2.96 mmol) in diethyl ether (10 mL) and ethanol (1 mL) was added diethyl oxalate (0.404 mL, 2.96 mmol) in one portion and the resulting solution stirred for 10 min at rt. 2,4-Dimethyl-5-nitropyridine (Preparation 63, 0.400 g, 2.63 mmol) was added as a suspension in diethyl ether (1 mL)/ethanol (1.5 mL) and stirring continued for 16 h at rt. The mixture was filtered, washing with cold diethyl ether. The collected precipitate was dissolved in water and... Reactants: CCC(CC)c1cc(C)nn2c(I)c(C)nc12, C1CCOC1, [Li]CCCC, Cc1cnn(C)c1, [Cl-], [Cl-], O, [Zn+2]. The product is CCC(CC)c1cc(C)nn2c(-c3c(C)cnn3C)c(C)nc12. Reaction SMILES: [CH2:13]([CH3:14])[CH:15]([CH2:16][CH3:17])[c:18]1[c:19]2[n:20]([n:21][c:22]([CH3:24])[cH:23]1)[c:25]([I:29])[c:26]([CH3:28])[n:27]2.[CH2:31]1[O:32][CH2:33][CH2:34][CH2:35]1.[CH3:1][CH2:2][CH2:3][CH2:4][Li:5].[CH3:6][n:7]1[n:8][cH:9][c:10]([CH3:12])[cH:11]1.[Cl-:36].[Cl-:38].[OH2:30].[Zn+2:37]>>[CH3:6][n:7]1[n:8][cH:9][c:10]([CH3:12])[c:11]1-[c:25]1[n:20]2[c:19]([c:18]([CH:15]([CH2:13][CH3:14])[CH2:16][CH3:17])[cH:23][c:22]([CH3:24])[n:21]2)[n:27][c:26]1[CH3:28].